Dataset: the Open Reaction Database (ORD), a public repository of structured organic reaction records. Task: describe an organic reaction: reactants, conditions, products, and yield Reactants: CCN1CCOCC1, CCN=C=NCCCN(C)C, CN1C(=O)N(c2nccc(C(F)(F)F)n2)CC1C(=O)O, NCc1cccc(C(F)(F)F)c1Cl, ClCCl, Cl, O, On1nnc2ccccc21. The product is CN1C(=O)N(c2nccc(C(F)(F)F)n2)CC1C(=O)NCc1cccc(C(F)(F)F)c1Cl. As a reaction SMILES: [CH2:21]([N:22]1[CH2:23][CH2:24][O:25][CH2:26][CH2:27]1)[CH3:28].[CH2:41]([N:42]=[C:43]=[N:44][CH2:45][CH2:46][CH2:47][N:48]([CH3:49])[CH3:50])[CH3:51].[CH3:1][N:2]1[C:3](=[O:20])[N:4]([c:10]2[n:11][cH:12][cH:13][c:14]([C:16]([F:17])([F:18])[F:19])[n:15]2)[CH2:5][CH:6]1[C:7](=[O:8])[OH:9].[Cl:52][c:53]1[c:54]([CH2:63][NH2:64])[cH:55][cH:56][cH:57][c:58]1[C:59]([F:60])([F:61])[F:62].[Cl:65][CH2:66][Cl:67].[ClH:40].[OH2:29].[OH:30][n:31]1[c:32]2[cH:33][cH:34][cH:35][cH:36][c:37]2[n:38][n:39]1>>[CH3:1][N:2]1[C:3](=[O:20])[N:4]([c:10]2[n:11][cH:12][cH:13][c:14]([C:16]([F:17])([F:18])[F:19])[n:15]2)[CH2:5][CH:6]1[C:7](=[O:9])[NH:64][CH2:63][c:54]1[c:53]([Cl:52])[c:58]([C:59]([F:60])([F:61])[F:62])[cH:57][cH:56][cH:55]1. Starting materials: C1(=CC=CC=C1)P(C1=CC=CC=C1)C1=CC=CC=C1 (triphenylphosphine), N(=NC(=O)OC(C)(C)C)C(=O)OC(C)(C)C (di-tert-butyl azodicarboxylate), C1(=CC=CC=C1)P(C1=CC=CC=C1)C1=CC=CC=C1 (triphenylphosphine), CN(CCO)C (2-dimethylaminoethanol), OC=1C=NC(=NC1)C=1C=C(CN2C(OC=3C2=NC(=CC3)C)=O)C=CC1 (3-[3-(5-hydroxypyrimidin-2-yl)benzyl]-5-methyl-3H-oxazolo[4,5-b]pyridin-2-one), N(=NC(=O)OC(C)(C)C)C(=O)OC(C)(C)C (di-tert-butyl azodicarboxylate), C1(=CC=CC=C1)P(C1=CC=CC=C1)C1=CC=CC=C1 (triphenylphosphine), N(=NC(=O)OC(C)(C)C)C(=O)OC(C)(C)C (di-tert-butyl azodicarboxylate), CN(CCO)C (2-dimethylaminoethanol). The solvent is CN(C)C=O (DMF). Reaction conditions: time 18 hour. The product is CN(CCOC=1C=NC(=NC1)C=1C=C(CN2C(OC=3C2=NC(=CC3)C)=O)C=CC1)C (3-{3-[5-(2-dimethylaminoethoxy)pyrimidin-2-yl]benzyl}-5-methyl-3H-oxazolo[4,5-b]pyridin-2-one). As a reaction SMILES: C1(P(C2C=CC=CC=2)C2C=CC=CC=2)C=CC=CC=1.[CH3:20][N:21]([CH3:25])[CH2:22][CH2:23][OH:24].O[C:27]1[CH:28]=[N:29][C:30]([C:33]2[CH:34]=[C:35]([CH:48]=[CH:49][CH:50]=2)[CH2:36][N:37]2[C:41]3=[N:42][C:43]([CH3:46])=[CH:44][CH:45]=[C:40]3[O:39][C:38]2=[O:47])=[N:31][CH:32]=1.N(C(OC(C)(C)C)=O)=NC(OC(C)(C)C)=O>CN(C=O)C>[CH3:20][N:21]([CH3:25])[CH2:22][CH2:23][O:24][C:27]1[CH:32]=[N:31][C:30]([C:33]2[CH:34]=[C:35]([CH:48]=[CH:49][CH:50]=2)[CH2:36][N:37]2[C:41]3=[N:42][C:43]([CH3:46])=[CH:44][CH:45]=[C:40]3[O:39][C:38]2=[O:47])=[N:29][CH:28]=1. Procedure: 100 mg (0.3 mmol) of polymer-bound triphenylphosphine (3 mmol/g) and 30 μl (0.3 mmol) of 2-dimethylaminoethanol are added successively to a suspension of 67 mg (0.2 mmol) of 3-[3-(5-hydroxypyrimidin-2-yl)benzyl]-5-methyl-3H-oxazolo[4,5-b]pyridin-2-one in 3 ml of DMF. 69 mg (0.30 mmol) of di-tert-butyl azodicarboxylate are subsequently added. The reaction mixture is shaken at room temperature for 18 hours. A further 100 mg (0.3 mmol) of polymer-bound triphenylphosphine (3 mmol/g) and 69 mg (0.30 ...